From a dataset of the Open Reaction Database (ORD), a public repository of structured organic reaction records. describe an organic reaction: reactants, conditions, products, and yield Starting materials: NC=1NC(=CC1C(=O)OCC)C1=CC=CC=C1 (2-amino-3-ethoxycarbonyl-5-phenyl-1H-pyrrole), C(=O)N (formamide). The solvent is CN(C)C=O (DMF), C(=O)O (formic acid). Product: C1(=CC=CC=C1)C1=CC2=C(N=CN=C2O)N1 (6-Phenyl-7H-pyrrolo[2,3-d]pyrimidin-4-ol). Reaction SMILES: [NH2:1][C:2]1[NH:3][C:4]([C:12]2[CH:17]=[CH:16][CH:15]=[CH:14][CH:13]=2)=[CH:5][C:6]=1[C:7](OCC)=[O:8].[CH:18]([NH2:20])=O>CN(C=O)C.C(O)=O>[C:12]1([C:4]2[NH:3][C:2]3[N:1]=[CH:18][N:20]=[C:7]([OH:8])[C:6]=3[CH:5]=2)[CH:17]=[CH:16][CH:15]=[CH:14][CH:13]=1. Procedure: Under a protective gas, 2.30 g (10 mmol) of 2-amino-3-ethoxycarbonyl-5-phenyl-1H-pyrrole [for preparation see: Synthesis, 272 (1987)] in 20 ml of formamide, 10 ml of DMF and 5 ml of formic acid are heated at 150° C. for 24 hours. The reaction mixture is cooled and filtered and the residue is washed with isopropanol/hexane. Stirring in hot isopropanol yields the title compound; m.p.>300° C.; FAB-MS: (M+H)+ =212. Starting materials: CC1=C(C=CC=C1)S(=O)(=O)N=C(OC)Cl (methyl N-(2-methylphenylsulfonyl)carbonimidochloridate), NC1=NC(=CC(=N1)C)C (2-amino-4,6-dimethylpyrimidine), C(CCC)[Li] (n-butyl lithium). Run in O1CCCC1 (tetrahydrofuran), O1CCCC1 (tetrahydrofuran), CCCCCC (hexane). Run at time 15 minute. The product is CC1=C(C=CC=C1)S(=O)(=O)N=C(NC1=NC(=CC(=N1)C)C)OC (N'-(2-methylphenylsulfonyl)-N-(4,6-dimethylpyrimidin-2-yl)carbamimidic acid, methyl ester). Reaction SMILES: [NH2:1][C:2]1[N:7]=[C:6]([CH3:8])[CH:5]=[C:4]([CH3:9])[N:3]=1.C([Li])CCC.[CH3:15][C:16]1[CH:21]=[CH:20][CH:19]=[CH:18][C:17]=1[S:22]([N:25]=[C:26](Cl)[O:27][CH3:28])(=[O:24])=[O:23]>O1CCCC1.CCCCCC>[CH3:15][C:16]1[CH:21]=[CH:20][CH:19]=[CH:18][C:17]=1[S:22]([N:25]=[C:26]([O:27][CH3:28])[NH:1][C:2]1[N:7]=[C:6]([CH3:8])[CH:5]=[C:4]([CH3:9])[N:3]=1)(=[O:24])=[O:23]. Reported procedure: To 1.2 g of 2-amino-4,6-dimethylpyrimidine in 50 ml of tetrahydrofuran is added 6.85 ml of 1.6 molar n-butyl lithium in hexane at 0°. The mixture is stirred for 15 minutes. To this solution is added dropwise, a solution of 2.1 g of methyl N-(2-methylphenylsulfonyl)carbonimidochloridate in 5 ml of tetrahydrofuran at 0°-10°. This reaction mixture is stirred for 30 minutes at 0°-10° and 30 minutes at ambient temperature. The reaction mixture is filtered and the solvent is stripped from the filtrate... RXN SMILES: [CH3:18][N:19]([CH3:20])[CH:21]=[O:22].[Cl:12][CH2:13][CH2:14][N:15]=[C:16]=[O:17].[NH2:1][c:2]1[cH:3][cH:4][c:5]([NH:6][C:7]([CH3:8])=[O:9])[cH:10][cH:11]1>>[NH:1]([c:2]1[cH:3][cH:4][c:5]([NH:6][C:7]([CH3:8])=[O:9])[cH:10][cH:11]1)[C:16]([NH:15][CH2:14][CH2:13][Cl:12])=[O:17]. Reactants: CN(C)C=O, O=C=NCCCl, CC(=O)Nc1ccc(N)cc1. Product: CC(=O)Nc1ccc(NC(=O)NCCCl)cc1. Starting materials: CI, Oc1cccc(OC(F)F)c1, [K+], [K+], O=C([O-])[O-], CN(C)C=O, O. The product is COc1cccc(OC(F)F)c1. As a reaction SMILES: [CH3:1][I:2].[F:3][CH:4]([O:5][c:6]1[cH:7][c:8]([OH:12])[cH:9][cH:10][cH:11]1)[F:13].[K+:14].[K+:15].[O-:16][C:17]([O-:18])=[O:19].[O:21]=[CH:22][N:23]([CH3:24])[CH3:25].[OH2:20]>>[F:3][CH:4]([O:5][c:6]1[cH:7][c:8]([O:12][CH3:17])[cH:9][cH:10][cH:11]1)[F:13]. Starting materials: NC1C(N(C2=C(C(=N1)C1=CC=CC=C1)C=CC=C2)CC(=O)N(CC)CC)=O (3(R,S)-amino-1,3-dihydro-1-diethylaminocarbonylmethyl-5-phenyl-2H-1,4-benzodiazepin-2-one), ClC1=CC=C(C=C1)N=C=O (4-chlorophenylisocyanate). Solvent: O1CCCC1 (tetrahydrofuran). Conditions: time 8 hour. The product is ClC1=CC=C(C=C1)NC(=O)NC1C(N(C2=C(C(=N1)C1=CC=CC=C1)C=CC=C2)CC(=O)N(CC)CC)=O (3-((((4-Chlorophenyl)amino)carbonyl)amino)-N,N-diethyl-2,3-dihydro-2-oxo-5-phenyl-1H-1,4-benzodiazepine-1-acetamide). Reaction SMILES: [NH2:1][CH:2]1[N:8]=[C:7]([C:9]2[CH:14]=[CH:13][CH:12]=[CH:11][CH:10]=2)[C:6]2[CH:15]=[CH:16][CH:17]=[CH:18][C:5]=2[N:4]([CH2:19][C:20]([N:22]([CH2:25][CH3:26])[CH2:23][CH3:24])=[O:21])[C:3]1=[O:27].[Cl:28][C:29]1[CH:34]=[CH:33][C:32]([N:35]=[C:36]=[O:37])=[CH:31][CH:30]=1>O1CCCC1>[Cl:28][C:29]1[CH:34]=[CH:33][C:32]([NH:35][C:36]([NH:1][CH:2]2[N:8]=[C:7]([C:9]3[CH:14]=[CH:13][CH:12]=[CH:11][CH:10]=3)[C:6]3[CH:15]=[CH:16][CH:17]=[CH:18][C:5]=3[N:4]([CH2:19][C:20]([N:22]([CH2:25][CH3:26])[CH2:23][CH3:24])=[O:21])[C:3]2=[O:27])=[O:37])=[CH:31][CH:30]=1. Reported procedure: Equimolar amounts of 3(R,S)-amino-1,3-dihydro-1-diethylaminocarbonylmethyl-5-phenyl-2H-1,4-benzodiazepin-2-one and 4-chlorophenylisocyanate were mixed in 8 ml of dry tetrahydrofuran at room temperature. The reaction mixture was allowed to stand for 8 hours and was then filtered. The collected solids were washed with tetrahydrofuran and dried in vacuo over P2O5 to give the analytical product: m.p. 284°-285° C. Reactants: C(C)(=O)N(CCN1CCOCC1)C(C)C1(CCC1)C1=CC(=C(C=C1)Cl)Cl (N-acetyl-N-(2-morpholinoethyl)-1-[1-(3,4-dichlorophenyl)cyclobutyl]ethylamine), [OH-].[Na+] (sodium hydroxide), O (water). The solvent is O1CCCC1 (tetrahydrofuran), CCOCC (ether). Run at temperature 0 celsius, time 16 hour. Yields the product Cl (hydrogen chloride), O.Cl.Cl.C(C)N(CCN1CCOCC1)C(C)C1(CCC1)C1=CC(=C(C=C1)Cl)Cl (N-ethyl-N-(2-morpholino-ethyl)-1-[1-(3,4-dichlorophenyl)cyclobutyl]ethylamine dihydrochloride hydrate). As a reaction SMILES: [C:1]([N:4]([CH:13]([C:15]1([C:19]2[CH:24]=[CH:23][C:22]([Cl:25])=[C:21]([Cl:26])[CH:20]=2)[CH2:18][CH2:17][CH2:16]1)[CH3:14])[CH2:5][CH2:6][N:7]1[CH2:12][CH2:11][O:10][CH2:9][CH2:8]1)(=[O:3])[CH3:2].O.[OH-].[Na+]>O1CCCC1.CCOCC>[ClH:25].[OH2:3].[ClH:25].[ClH:25].[CH2:1]([N:4]([CH:13]([C:15]1([C:19]2[CH:24]=[CH:23][C:22]([Cl:25])=[C:21]([Cl:26])[CH:20]=2)[CH2:16][CH2:17][CH2:18]1)[CH3:14])[CH2:5][CH2:6][N:7]1[CH2:8][CH2:9][O:10][CH2:11][CH2:12]1)[CH3:2] |f:2.3,7.8.9.10|. Reported procedure: Borane-methyl sulphide complex (4 ml) was added under a nitrogen atmosphere to a solution of the amide prepared as above (0.63 g) in dry tetrahydrofuran (50 ml). The mixture was stirred for 16 hours. The residue as cooled to 0° C. and water (30 ml) added and then 2.5N sodium hydroxide solution (30 ml) added. The basic mixture was extracted with ether and the extract was washed, dried filtered and evaporated to give an oil which was dissolved in ether and the solution filtered. Passing hydrogen c... Starting materials: N1=C(C=CC=C1)SSCC=1C=CC2=C(C=C(O2)C(=O)O)C1 (5-(2-pyridyldithiomethyl)benzofuran-2-carboxylic acid), C1(CCCCC1)N=C=NC1CCCCC1 (dicyclohexylcarbodiimide), NC=1C=C2C=C(NC2=CC1)C(=O)OC(C)(C)C (t-Butyl 5-aminoindole-2 carboxylate). The reagents and catalysts are CN(C1=CC=NC=C1)C (4-(dimethylamino)-pyridine). The solvent is C(Cl)Cl (methylene chloride), C1CCOC1 (THF), C(Cl)Cl (methylene chloride), C(Cl)Cl (methylene chloride). Reaction conditions: time 8 hour. The product is N1=C(C=CC=C1)SSCC=1C=CC2=C(C=C(O2)C(=O)NC=2C=C3C=C(NC3=CC2)C(=O)OC(C)(C)C)C1 (t-Butyl 5-{[5-(2-pyridyldithiomethyl)benzofuran-2-ylcarbonyl]amino}indole-2-carboxylate). As a reaction SMILES: [N:1]1[CH:6]=[CH:5][CH:4]=[CH:3][C:2]=1[S:7][S:8][CH2:9][C:10]1[CH:11]=[CH:12][C:13]2[O:17][C:16]([C:18]([OH:20])=O)=[CH:15][C:14]=2[CH:21]=1.C1(N=C=NC2CCCCC2)CCCCC1.[NH2:37][C:38]1[CH:39]=[C:40]2[C:44](=[CH:45][CH:46]=1)[NH:43][C:42]([C:47]([O:49][C:50]([CH3:53])([CH3:52])[CH3:51])=[O:48])=[CH:41]2>C1COCC1.C(Cl)Cl.CN(C)C1C=CN=CC=1>[N:1]1[CH:6]=[CH:5][CH:4]=[CH:3][C:2]=1[S:7][S:8][CH2:9][C:10]1[CH:11]=[CH:12][C:13]2[O:17][C:16]([C:18]([NH:37][C:38]3[CH:39]=[C:40]4[C:44](=[CH:45][CH:46]=3)[NH:43][C:42]([C:47]([O:49][C:50]([CH3:53])([CH3:52])[CH3:51])=[O:48])=[CH:41]4)=[O:20])=[CH:15][C:14]=2[CH:21]=1. Procedure: A stirred solution of 15 (247 mg, 0.78 mmol) in 30 mL dry THF at room temperature under argon, was treated sequentially with solutions of dicyclohexylcarbodiimide (177 mg, 0.86 mmol) in 5 mL methylene chloride, 4-(dimethylamino)-pyridine (29 mg, 0.23 mmol) in 2 mL methylene chloride, and 10 (200 mg, 0.86 mmol) in 5 mL methylene chloride. The reaction mixture was stirred overnight. Dicyclohexylurea was filtered from the reaction mixture, and the filtrate was washed with water, cold 0.1M HCl, satu... The reactants are Cc1ccc(Br)cc1, CC(C)(C)[O-], CO, CS(C)=O, Oc1ccc(-c2ccc(Cl)cc2)cc1, [Cu], [K+], [K+], [OH-], O. Product: Cc1ccc(Oc2ccc(-c3ccc(Cl)cc3)cc2)cc1. Reaction SMILES: [Br:21][c:22]1[cH:23][cH:24][c:25]([CH3:28])[cH:26][cH:27]1.[CH3:1][C:2]([CH3:3])([O-:4])[CH3:5].[CH3:31][OH:32].[CH3:35][S:36]([CH3:37])=[O:38].[Cl:7][c:8]1[cH:9][cH:10][c:11](-[c:14]2[cH:15][cH:16][c:17]([OH:20])[cH:18][cH:19]2)[cH:12][cH:13]1.[Cu:33].[K+:30].[K+:6].[OH-:29].[OH2:34]>>[Cl:7][c:8]1[cH:9][cH:10][c:11](-[c:14]2[cH:15][cH:16][c:17]([O:20][c:22]3[cH:23][cH:24][c:25]([CH3:28])[cH:26][cH:27]3)[cH:18][cH:19]2)[cH:12][cH:13]1.